From a dataset of the Open Reaction Database (ORD), a public repository of structured organic reaction records. describe an organic reaction: reactants, conditions, products, and yield Starting materials: ClC1=C2C(=NC=C1)N(C=C2[Sn](C)(C)C)S(=O)(=O)C2=CC=C(C=C2)C (4-chloro-1-[(4-methylphenyl)sulfonyl]-3-(trimethylstannyl)-1H-pyrrolo[2,3-b]pyridine), [B-](F)(F)(F)F.[B-](F)(F)(F)F.C1C[N+]2(CC[N+]1(CC2)CCl)F (Selectfluor). Solvent: C(C)#N (acetonitrile). Conditions: time 8 hour. The product is ClC1=C2C(=NC=C1)N(C=C2F)S(=O)(=O)C2=CC=C(C=C2)C (4-Chloro-3-fluoro-1-[(4-methylphenyl)sulfonyl]-1H-pyrrolo[2,3-b]pyridine). As a reaction SMILES: [Cl:1][C:2]1[CH:7]=[CH:6][N:5]=[C:4]2[N:8]([S:15]([C:18]3[CH:23]=[CH:22][C:21]([CH3:24])=[CH:20][CH:19]=3)(=[O:17])=[O:16])[CH:9]=[C:10]([Sn](C)(C)C)[C:3]=12.[B-](F)(F)(F)[F:26].[B-](F)(F)(F)F.C1[N+]2(CCl)CC[N+](F)(CC2)C1>C(#N)C>[Cl:1][C:2]1[CH:7]=[CH:6][N:5]=[C:4]2[N:8]([S:15]([C:18]3[CH:23]=[CH:22][C:21]([CH3:24])=[CH:20][CH:19]=3)(=[O:17])=[O:16])[CH:9]=[C:10]([F:26])[C:3]=12 |f:1.2.3|. Reported procedure: 488 mg (1.03 mmol) of 4-chloro-1-[(4-methylphenyl)sulfonyl]-3-(trimethylstannyl)-1H-pyrrolo[2,3-b]pyridine are initially charged in 20 ml of anhydrous acetonitrile. 368 mg (1.03 mmol) of Selectfluor® are then added in one portion, and the mixture is allowed to stir at RT overnight. For work-up, the precipitate formed is filtered off with suction and the filtrate is concentrated. The residue is purified by preparative HPLC. The product is a solid.